This data is from the Open Reaction Database (ORD), a public repository of structured organic reaction records. The task is: describe an organic reaction: reactants, conditions, products, and yield The solvent is CN(C=O)C (N,N-dimethylformamide). RXN SMILES: IC.[CH3:3][O:4][C:5](=[O:38])[CH2:6][C@H:7]1[C:11]2[CH:12]=[CH:13][C:14]([O:16][C@H:17]3[C:25]4[C:20](=[C:21]([CH2:30][C:31]5[CH:36]=[CH:35][C:34]([OH:37])=[CH:33][CH:32]=5)[C:22]([C:26]([F:29])([F:28])[F:27])=[CH:23][CH:24]=4)[CH2:19][CH2:18]3)=[CH:15][C:10]=2[O:9][CH2:8]1.[C:39]([O-])([O-])=O.[K+].[K+]>CN(C)C=O>[CH3:3][O:4][C:5](=[O:38])[CH2:6][C@H:7]1[C:11]2[CH:12]=[CH:13][C:14]([O:16][C@H:17]3[C:25]4[C:20](=[C:21]([CH2:30][C:31]5[CH:36]=[CH:35][C:34]([O:37][CH3:39])=[CH:33][CH:32]=5)[C:22]([C:26]([F:27])([F:28])[F:29])=[CH:23][CH:24]=4)[CH2:19][CH2:18]3)=[CH:15][C:10]=2[O:9][CH2:8]1 |f:2.3.4|. Starting materials: IC (Iodomethane), COC(C[C@@H]1COC2=C1C=CC(=C2)O[C@@H]2CCC1=C(C(=CC=C21)C(F)(F)F)CC2=CC=C(C=C2)O)=O ({(S)-6-[(R)-4-(4-hydroxy-benzyl)-5-trifluoromethyl-indan-1-yloxy]-2,3-dihydro-benzofuran-3-yl}-acetic acid methyl ester), C(=O)([O-])[O-].[K+].[K+] (K2CO3). Reported procedure: Iodomethane (8 μL) is added to a mixture of {(S)-6-[(R)-4-(4-hydroxy-benzyl)-5-trifluoromethyl-indan-1-yloxy]-2,3-dihydro-benzofuran-3-yl}-acetic acid methyl ester (30 mg), K2CO3 (15 mg), and N,N-dimethylformamide (1 mL) at room temperature. The mixture is stirred at room temperature overnight. The mixture is filtered and then chromatographed (HPLC; acetonitrile/water) to give the title compound. LC (method 6): tR=1.26 min; Mass spectrum (ESI+): m/z=535 [M+Na]+. The product is COC(C[C@@H]1COC2=C1C=CC(=C2)O[C@@H]2CCC1=C(C(=CC=C21)C(F)(F)F)CC2=CC=C(C=C2)OC)=O ({(S)-6-[(R)-4-(4-Methoxy-benzyl)-5-trifluoromethyl-indan-1-yloxy]-2,3-dihydro-benzofuran-3-yl}-acetic acid methyl ester). Run at time 8 hour. Reaction SMILES: C(OC([N:8]1[CH2:16][C:15]2[C:10](=[CH:11][CH:12]=[C:13]([C:17]3[S:18][C:19]([CH3:22])=[CH:20][N:21]=3)[CH:14]=2)[CH2:9]1)=O)(C)(C)C.Cl>>[CH3:22][C:19]1[S:18][C:17]([C:13]2[CH:14]=[C:15]3[C:10](=[CH:11][CH:12]=2)[CH2:9][NH:8][CH2:16]3)=[N:21][CH:20]=1. The product is CC1=CN=C(S1)C=1C=C2CNCC2=CC1 (5-(5-Methyl-thiazol-2-yl)-2,3-dihydro-1H-isoindole). The reactants are C(C)(C)(C)OC(=O)N1CC2=CC=C(C=C2C1)C=1SC(=CN1)C (5-(5-Methyl-thiazol-2-yl)-1,3-dihydro-isoindole-2-carboxylic acid tert-butyl ester), Cl (hydrochloride). Procedure details: Prepared in analogy to Example A3(e) from 5-(5-Methyl-thiazol-2-yl)-1,3-dihydro-isoindole-2-carboxylic acid tert-butyl ester and using trifluoacetic acid instead of hydrochloride acid. Brown gum. MS (m/e): 217.0 ([M+H]+, 100%) The reactants are CCC(=O)CC(=O)OC, CC(=O)OC(C)=O, COC(OC)OC. Product: CCC(=O)C(=COC)C(=O)OC. As a reaction SMILES: [C:1]([CH2:2][CH3:3])(=[O:4])[CH2:5][C:6](=[O:7])[O:8][CH3:9].[CH3:17][C:18]([O:19][C:20](=[O:21])[CH3:22])=[O:23].[CH:10]([O:11][CH3:12])([O:13][CH3:14])[O:15][CH3:16]>>[C:1]([CH2:2][CH3:3])(=[O:4])[C:5]([C:6](=[O:7])[O:8][CH3:9])=[CH:10][O:11][CH3:12]. Reactants: COCCOC, O=C1C(Cc2c(Cl)cc(OS(=O)(=O)C(F)(F)F)cc2Cl)CCN1C1CCCCC1, [Na+], [Na+], O=C([O-])[O-], OB(O)c1ccsc1. The product is O=C1C(Cc2c(Cl)cc(-c3ccsc3)cc2Cl)CCN1C1CCCCC1. As a reaction SMILES: [CH2:44]([CH2:45][O:46][CH3:47])[O:48][CH3:49].[F:1][C:2]([F:3])([F:4])[S:5]([O:6][c:7]1[cH:8][c:9]([Cl:27])[c:10]([CH2:14][CH:15]2[C:16](=[O:26])[N:17]([CH:20]3[CH2:21][CH2:22][CH2:23][CH2:24][CH2:25]3)[CH2:18][CH2:19]2)[c:11]([Cl:13])[cH:12]1)(=[O:28])=[O:29].[Na+:38].[Na+:39].[O-:40][C:41](=[O:42])[O-:43].[s:30]1[cH:31][c:32]([B:35]([OH:36])[OH:37])[cH:33][cH:34]1>>[c:7]1(-[c:32]2[cH:31][s:30][cH:34][cH:33]2)[cH:8][c:9]([Cl:27])[c:10]([CH2:14][CH:15]2[C:16](=[O:26])[N:17]([CH:20]3[CH2:21][CH2:22][CH2:23][CH2:24][CH2:25]3)[CH2:18][CH2:19]2)[c:11]([Cl:13])[cH:12]1. The reactants are Cc1cc(O)cc(C)c1[N+](=O)[O-], CC(C)=O, ClCc1ccccc1, [K+], [K+], O=C([O-])[O-]. The product is Cc1cc(OCc2ccccc2)cc(C)c1[N+](=O)[O-]. Reaction SMILES: [CH3:1][c:2]1[cH:3][c:4]([OH:12])[cH:5][c:6]([CH3:11])[c:7]1[N+:8](=[O:9])[O-:10].[CH3:27][C:28](=[O:29])[CH3:30].[Cl:13][CH2:14][c:15]1[cH:16][cH:17][cH:18][cH:19][cH:20]1.[K+:21].[K+:22].[O-:23][C:24]([O-:25])=[O:26]>>[CH3:1][c:2]1[cH:3][c:4]([O:12][CH2:14][c:15]2[cH:16][cH:17][cH:18][cH:19][cH:20]2)[cH:5][c:6]([CH3:11])[c:7]1[N+:8](=[O:9])[O-:10]. The reactants are O(C(C)C)C(C)C (2,2'-Oxybispropane), 42.5, C1(=CC=CC=C1)CNC1CCN(CC1)C(=O)OCC (ethyl 4-[(phenylmethyl)amino]-1-piperidinecarboxylate), N(=C=S)C1=C(C=CC=C1)[N+](=O)[O-] (1-isothiocyanato-2-nitrobenzene). The solvent is O1CCCC1 (tetrahydrofuran). Conditions: time 3 hour. Yields the product 48.5, [N+](=O)([O-])C1=C(C=CC=C1)NC(=S)N(C1CCN(CC1)C(=O)OCC)CC1=CC=CC=C1 (ethyl 4-[[[2-nitrophenyl)-amino]thioxomethyl(phenylmethyl)amino]-1-piperidinecarboxylate). The yield is 68.5%. As a reaction SMILES: [C:1]1([CH2:7][NH:8][CH:9]2[CH2:14][CH2:13][N:12]([C:15]([O:17][CH2:18][CH3:19])=[O:16])[CH2:11][CH2:10]2)[CH:6]=[CH:5][CH:4]=[CH:3][CH:2]=1.[N:20]([C:23]1[CH:28]=[CH:27][CH:26]=[CH:25][C:24]=1[N+:29]([O-:31])=[O:30])=[C:21]=[S:22].O(C(C)C)C(C)C>O1CCCC1>[N+:29]([C:24]1[CH:25]=[CH:26][CH:27]=[CH:28][C:23]=1[NH:20][C:21]([N:8]([CH2:7][C:1]1[CH:2]=[CH:3][CH:4]=[CH:5][CH:6]=1)[CH:9]1[CH2:14][CH2:13][N:12]([C:15]([O:17][CH2:18][CH3:19])=[O:16])[CH2:11][CH2:10]1)=[S:22])([O-:31])=[O:30]. Reported procedure: A mixture of 42.5 parts of ethyl 4-[(phenylmethyl)amino]-1-piperidinecarboxylate, 30 parts of 1-isothiocyanato-2-nitrobenzene and 270 parts of tetrahydrofuran was stirred for 3 hours at room temperature. 2,2'-Oxybispropane was added and stirring was continued overnight. The precipitated product was filtered off and dried, yielding 48.5 parts (68.5%) of ethyl 4-[[[2-nitrophenyl)-amino]thioxomethyl(phenylmethyl)amino]-1-piperidinecarboxylate; mp. 140° C.; (intermediate 30). Starting materials: C(C1=CC=CC=C1)OC(NC(C)(CCN(C)C)C)=O (benzyl(4-(dimethylamino)-2-methylbutan-2-yl)carbamate), CC1=CC=C(C=C1)S(=O)(=O)OCCOCCCCCC (2-(hexyloxy)ethyl 4-methylbenzenesulfonate). Reaction conditions: temperature 75 celsius, time 8 hour. Product: CC1=CC=C(C=C1)S(=O)(=O)[O-].C(C1=CC=CC=C1)OC(=O)NC(CC[N+](C)(C)CCOCCCCCC)(C)C (3-(((benzyloxy)carbonyl)amino)-N-(2-(hexyloxy)ethyl)-N,N,3-trimethylbutan-1-aminium 4-methylbenzenesulfonate). Isolated yield 63.0%. RXN SMILES: [CH2:1]([O:8][C:9](=[O:19])[NH:10][C:11]([CH3:18])([CH2:13][CH2:14][N:15]([CH3:17])[CH3:16])[CH3:12])[C:2]1[CH:7]=[CH:6][CH:5]=[CH:4][CH:3]=1.[CH3:20][C:21]1[CH:26]=[CH:25][C:24]([S:27]([O:30][CH2:31][CH2:32][O:33][CH2:34][CH2:35][CH2:36][CH2:37][CH2:38][CH3:39])(=[O:29])=[O:28])=[CH:23][CH:22]=1>>[CH3:20][C:21]1[CH:22]=[CH:23][C:24]([S:27]([O-:30])(=[O:29])=[O:28])=[CH:25][CH:26]=1.[CH2:1]([O:8][C:9]([NH:10][C:11]([CH3:12])([CH3:18])[CH2:13][CH2:14][N+:15]([CH2:31][CH2:32][O:33][CH2:34][CH2:35][CH2:36][CH2:37][CH2:38][CH3:39])([CH3:16])[CH3:17])=[O:19])[C:2]1[CH:7]=[CH:6][CH:5]=[CH:4][CH:3]=1 |f:2.3|. Procedure details: A mixture of benzyl(4-(dimethylamino)-2-methylbutan-2-yl)carbamate (0.72 g, 2.7 mmol) and 2-(hexyloxy)ethyl 4-methylbenzenesulfonate (1.8 g, 6.0 mmol) was stirred overnight at 75° C. The crude reaction mixture was purified by reverse phase HPLC eluting from a C18 column with a gradient of 5 to 95% CH3CN in water (with 0.01% acetic acid) to give 0.96 g of white solid (64% yield). 1H NMR (400 MHz, D2O) δ 0.75-78 (m, 3H), 1.18 (s, 6H), 1.44-1.27 (m, 2H), 2.06 (br m, 2H), 2.29 (s, 3H), 3.03 (s, 6H),... RXN SMILES: [F:1][C:2]1[CH:11]=[CH:10][C:5]([C:6]([O:8][CH3:9])=[O:7])=[CH:4][C:3]=1[N:12]1[C:17]([CH3:18])=[CH:16][C:15]([OH:19])=[CH:14][C:13]1=[O:20].N12CCCN=C1CCCCC2.[F:32][C:33]1[CH:40]=[C:39]([F:41])[CH:38]=[CH:37][C:34]=1[CH2:35]Br.C([O-])(O)=O.[Na+]>CN(C)C=O>[F:32][C:33]1[CH:40]=[C:39]([F:41])[CH:38]=[CH:37][C:34]=1[CH2:35][O:19][C:15]1[CH:16]=[C:17]([CH3:18])[N:12]([C:3]2[CH:4]=[C:5]([CH:10]=[CH:11][C:2]=2[F:1])[C:6]([O:8][CH3:9])=[O:7])[C:13](=[O:20])[CH:14]=1 |f:3.4|. Reaction conditions: time 18 hour. Starting materials: C(=O)(O)[O-].[Na+] (NaHCO3), FC1=C(C=C(C(=O)OC)C=C1)N1C(C=C(C=C1C)O)=O (methyl 4-fluoro-3-(4-hydroxy-6-methyl-2-oxopyridin-1(2H)-yl)benzoate), FC1=C(CBr)C=CC(=C1)F (2,4-difluorobenzyl bromide), N12CCCCCC2=NCCC1 (1,8-diazabicyclo[5.4.0]undec-7-ene). Run in CN(C=O)C (N,N-dimethyl formamide). Yields the product FC1=C(COC2=CC(N(C(=C2)C)C=2C=C(C(=O)OC)C=CC2F)=O)C=CC(=C1)F (methyl 3-[4-[(2,4-difluorobenzyl)oxy]-6-methyl-2-oxopyridin-1(2H)-yl]-4-fluorobenzoate). Reported procedure: A 100 mL round bottomed flask equipped with stirbar and nitrogen inlet was charged with the product of Step 3 (14.4 g, 51.9 mmol) and N,N-dimethyl formamide (40 mL). 1,8-diazabicyclo[5.4.0]undec-7-ene (10.9 mL, 72.8 mmol) was added followed by 2,4-difluorobenzyl bromide (9.3 mL, 72.8 mmol). The reaction mixture was stirred at 65 C for 18 h, was poured into saturated aqueous NaHCO3 and was extracted with ethyl acetate. The organic layer was washed with brine, dried with Na2SO4 and concentrated in... Starting materials: F[B-](F)(F)F, CCO, ClCCl, Cc1cc(C(=O)O)ccc1C(=O)N1CCCC1, CCN(C(C)C)C(C)C, C1CCOC1, CN(C)C(On1nnc2ccccc21)=[N+](C)C, CC(N)c1nc2ccccc2[nH]1. Product: Cc1cc(C(=O)NC(C)c2nc3ccccc3[nH]2)ccc1C(=O)N1CCCC1. RXN SMILES: [B-:18]([F:19])([F:20])([F:21])[F:22].[CH2:66]([OH:67])[CH3:68].[CH2:69]([Cl:70])[Cl:71].[CH3:1][c:2]1[cH:3][c:4]([C:5](=[O:6])[OH:7])[cH:8][cH:9][c:10]1[C:11](=[O:12])[N:13]1[CH2:14][CH2:15][CH2:16][CH2:17]1.[CH:40]([N:41]([CH:42]([CH3:43])[CH3:44])[CH2:45][CH3:46])([CH3:47])[CH3:48].[O:61]1[CH2:62][CH2:63][CH2:64][CH2:65]1.[n:23]1([O:24][C:25]([N:26]([CH3:27])[CH3:28])=[N+:29]([CH3:30])[CH3:31])[c:32]2[cH:33][cH:34][cH:35][cH:36][c:37]2[n:38][n:39]1.[nH:49]1[c:50]([CH:58]([CH3:59])[NH2:60])[n:51][c:52]2[c:53]1[cH:54][cH:55][cH:56][cH:57]2>>[CH3:1][c:2]1[cH:3][c:4]([C:5](=[O:7])[NH:60][CH:58]([c:50]2[nH:49][c:53]3[c:52]([n:51]2)[cH:57][cH:56][cH:55][cH:54]3)[CH3:59])[cH:8][cH:9][c:10]1[C:11](=[O:12])[N:13]1[CH2:14][CH2:15][CH2:16][CH2:17]1. Reactants: [Al], O=C([O-])O, [Cl-], [Cl-], [Cl-], [Cl-], ClCCl, O=C(Cl)c1ccc(F)cc1, [Na+], O, [Ti+4], c1ccc2sc(-c3ccc(OCCN4CCCC4)cc3)cc2c1. Yields the product O=C(c1ccc(F)cc1)c1c(-c2ccc(OCCN3CCCC3)cc2)sc2ccccc12. As a reaction SMILES: [Al:34].[C:35](=[O:36])([OH:37])[O-:38].[Cl-:43].[Cl-:44].[Cl-:45].[Cl-:46].[Cl:40][CH2:41][Cl:42].[F:24][c:25]1[cH:26][cH:27][c:28]([C:29](=[O:30])[Cl:31])[cH:32][cH:33]1.[Na+:39].[OH2:48].[Ti+4:47].[s:1]1[c:2]2[c:3]([cH:4][c:5]1-[c:6]1[cH:7][cH:8][c:9]([O:10][CH2:11][CH2:12][N:13]3[CH2:14][CH2:15][CH2:16][CH2:17]3)[cH:18][cH:19]1)[cH:20][cH:21][cH:22][cH:23]2>>[s:1]1[c:2]2[c:3]([c:4]([C:29]([c:28]3[cH:27][cH:26][c:25]([F:24])[cH:33][cH:32]3)=[O:30])[c:5]1-[c:6]1[cH:7][cH:8][c:9]([O:10][CH2:11][CH2:12][N:13]3[CH2:14][CH2:15][CH2:16][CH2:17]3)[cH:18][cH:19]1)[cH:20][cH:21][cH:22][cH:23]2.